This data is from the Open Reaction Database (ORD), a public repository of structured organic reaction records. The task is: describe an organic reaction: reactants, conditions, products, and yield The reactants are ClC1=NC(=CC=C1)C(=C)CCl (2-chloro-6-(1-chloromethylvinyl) pyridine), [Br-].[K+] (potassium bromide), CC(CC)=O (2-butanone), CN(C=O)C (N,N-dimethylformamide). The solvent is O (water). Run at temperature 100 celsius, time 12 hour. Yields the product BrCC(=C)C1=NC(=CC=C1)Cl (2-(1-bromomethylvinyl)-6-chloropyridine). Yield: 64.7%. RXN SMILES: [Cl:1][C:2]1[CH:7]=[CH:6][CH:5]=[C:4]([C:8]([CH2:10]Cl)=[CH2:9])[N:3]=1.[Br-:12].[K+].CC(=O)CC.CN(C)C=O>O>[Br:12][CH2:10][C:8]([C:4]1[CH:5]=[CH:6][CH:7]=[C:2]([Cl:1])[N:3]=1)=[CH2:9] |f:1.2|. Procedure details: A mixture of 1.0 g of 2-chloro-6-(1-chloromethylvinyl) pyridine, 2.0 g of potassium bromide, 5 ml of 2-butanone and 5 ml of N,N-dimethylformamide was stirred at 100° C. for 12 hours. After the reaction mixture was cooled to room temperature, water was added thereto to extract the mixture with ethyl acetate. The extract was subsequently washed with an aqueous solution of 10% sodium thiosulfate, water, saturated saline solution in that order, and dried over anhydrous magnesium sulfate. After disti... Starting materials: CS(=O)(=O)O, CC(=O)CC(C)C, O=C(c1ccc(F)cc1)C1CCNCC1, [I-], [K+], [Na+], [Na+], O=C([O-])[O-], CS(=O)(=O)OCC1CCC2CN(c3noc4ccccc34)CCN2C1. Product: O=C(c1ccc(F)cc1)C1CCN(CC2CCC3CN(c4noc5ccccc45)CCN3C2)CC1. As a reaction SMILES: [CH3:24][S:25]([OH:26])(=[O:27])=[O:28].[CH3:54][C:55]([CH2:56][CH:57]([CH3:58])[CH3:59])=[O:60].[F:1][c:2]1[cH:3][cH:4][c:5]([C:6](=[O:7])[CH:8]2[CH2:9][CH2:10][NH:11][CH2:12][CH2:13]2)[cH:14][cH:15]1.[I-:23].[K+:22].[Na+:16].[Na+:17].[O-:18][C:19](=[O:20])[O-:21].[o:29]1[n:30][c:31]([N:38]2[CH2:39][CH:40]3[N:41]([CH2:42][CH2:43]2)[CH2:44][CH:45]([CH2:48][O:49][S:50]([CH3:51])(=[O:52])=[O:53])[CH2:46][CH2:47]3)[c:32]2[c:33]1[cH:34][cH:35][cH:36][cH:37]2>>[F:1][c:2]1[cH:3][cH:4][c:5]([C:6](=[O:7])[CH:8]2[CH2:9][CH2:10][N:11]([CH2:48][CH:45]3[CH2:44][N:41]4[CH:40]([CH2:39][N:38]([c:31]5[n:30][o:29][c:33]6[c:32]5[cH:37][cH:36][cH:35][cH:34]6)[CH2:43][CH2:42]4)[CH2:47][CH2:46]3)[CH2:12][CH2:13]2)[cH:14][cH:15]1.